This data is from the Open Reaction Database (ORD), a public repository of structured organic reaction records. The task is: describe an organic reaction: reactants, conditions, products, and yield The reactants are BrC1=CC(=C(C(=C1)F)C(C(=O)OC)C)F (methyl 2-(4-bromo-2,6-difluorophenyl)propionate), C[Zn]C (dimethyl zinc), ( k ). Reagents/catalysts: C1=CC=C(C=C1)P(C2=CC=CC=C2)C3=CC=CC=C3.C1=CC=C(C=C1)P(C2=CC=CC=C2)C3=CC=CC=C3.Br[Pd]Br (trans-dibromobis(triphenylphosphine)palladium(II)). The solvent is O1CCOCC1 (1,4-dioxane). Yields the product FC1=C(C(=CC(=C1)C)F)C(C(=O)OC)C (methyl 2-(2,6-difluoro-4-methylphenyl)propionate). Yield: 77.4%. RXN SMILES: Br[C:2]1[CH:7]=[C:6]([F:8])[C:5]([CH:9]([CH3:14])[C:10]([O:12][CH3:13])=[O:11])=[C:4]([F:15])[CH:3]=1.[CH3:16][Zn]C>O1CCOCC1.C1C=CC(P(C2C=CC=CC=2)C2C=CC=CC=2)=CC=1.C1C=CC(P(C2C=CC=CC=2)C2C=CC=CC=2)=CC=1.Br[Pd]Br>[F:8][C:6]1[CH:7]=[C:2]([CH3:16])[CH:3]=[C:4]([F:15])[C:5]=1[CH:9]([CH3:14])[C:10]([O:12][CH3:13])=[O:11] |f:3.4.5|. Procedure: Compound (30b) (5.4 g, 19.3 mmol) and dimethyl zinc (2M-solution in toluene, 38.7 mL, 77.4 mmol), and a solution (40 mL) of trans-dibromobis(triphenylphosphine)palladium(II) [trans-Pd(PPh3)2Br2] (0.085 g, 5.6 mol %) in 1,4-dioxane (40 mL) were treated in the same manner as in (k) above. The obtained crude product was subjected to silica gel column chromatography and elution with an n-hexane/ethyl acetate (4:1) solution to give 3.2 g (77%) of compound (31b) as colorless oil. The reactants are acid chloride, C(=O)(O)C(CCCCCC=1C(CCC1)=O)C (2-(6-carboxyheptyl)-2-cyclopentenone), C(C)O (ethanol). The product is C(=O)(OCC)C(CCCCCC=1C(CCC1)=O)C (2-(6-carbethoxyheptyl)-2-cyclopentenone). Reaction SMILES: [C:1]([CH:4]([CH3:16])[CH2:5][CH2:6][CH2:7][CH2:8][CH2:9][C:10]1[C:11](=[O:15])[CH2:12][CH2:13][CH:14]=1)([OH:3])=[O:2].[CH2:17](O)[CH3:18]>>[C:1]([CH:4]([CH3:16])[CH2:5][CH2:6][CH2:7][CH2:8][CH2:9][C:10]1[C:11](=[O:15])[CH2:12][CH2:13][CH:14]=1)([O:3][CH2:17][CH3:18])=[O:2]. Procedure details: Esterification with ethanol of the acid chloride derived from 2-(6-carboxyheptyl)-2-cyclopentenone in the manner of Example 31 is productive of the subject compound.